describe an organic reaction: reactants, conditions, products, and yield From a dataset of the Open Reaction Database (ORD), a public repository of structured organic reaction records. The reactants are O=C([O-])[O-], COCCOC, COC(=O)c1cc(Br)cc(C)c1N, [Na+], [Na+], OB(O)c1ccccc1, c1ccc(P(c2ccccc2)(c2ccccc2)[Pd](P(c2ccccc2)(c2ccccc2)c2ccccc2)(P(c2ccccc2)(c2ccccc2)c2ccccc2)P(c2ccccc2)(c2ccccc2)c2ccccc2)cc1. Product: COC(=O)c1cc(-c2ccccc2)cc(C)c1N. RXN SMILES: [C:23](=[O:24])([O-:25])[O-:26].[CH2:29]([CH2:30][O:31][CH3:32])[O:33][CH3:34].[CH3:1][O:2][C:3]([c:4]1[c:5]([NH2:12])[c:6]([CH3:11])[cH:7][c:8]([Br:10])[cH:9]1)=[O:13].[Na+:27].[Na+:28].[c:14]1([B:20]([OH:21])[OH:22])[cH:15][cH:16][cH:17][cH:18][cH:19]1.[cH:35]1[cH:36][cH:37][c:38]([P:39]([Pd:40]([P:41]([c:42]2[cH:43][cH:44][cH:45][cH:46][cH:47]2)([c:48]2[cH:49][cH:50][cH:51][cH:52][cH:53]2)[c:54]2[cH:55][cH:56][cH:57][cH:58][cH:59]2)([P:60]([c:61]2[cH:62][cH:63][cH:64][cH:65][cH:66]2)([c:67]2[cH:68][cH:69][cH:70][cH:71][cH:72]2)[c:73]2[cH:74][cH:75][cH:76][cH:77][cH:78]2)[P:79]([c:80]2[cH:81][cH:82][cH:83][cH:84][cH:85]2)([c:86]2[cH:87][cH:88][cH:89][cH:90][cH:91]2)[c:92]2[cH:93][cH:94][cH:95][cH:96][cH:97]2)([c:98]2[cH:99][cH:100][cH:101][cH:102][cH:103]2)[c:104]2[cH:105][cH:106][cH:107][cH:108][cH:109]2)[cH:110][cH:111]1>>[CH3:1][O:2][C:3]([c:4]1[c:5]([NH2:12])[c:6]([CH3:11])[cH:7][c:8](-[c:14]2[cH:15][cH:16][cH:17][cH:18][cH:19]2)[cH:9]1)=[O:13]. Reactants: [OH-].[Na+] (sodium hydroxide), C(C)(=O)O.N1CCC(CC1)NS(=O)(=O)C1=CC=C(C=C1)N(C)C(C)=O (N-(4-piperidyl)-4-(N-acetyl-N-methylamino)benzenesulfonamide acetate), CC1=CC=CC(=N1)C=C (6-methyl-2-vinylpyridine), C(C)(=O)[O-].[Na+] (sodium acetate), Cl (hydrochloric acid), C(O)([O-])=O.[Na+] (sodium hydrogencarbonate). Run in CO (methanol), O (water). The product is CC1=CC=CC(=N1)CCN1CCC(CC1)NS(=O)(=O)C1=CC=C(C=C1)NC (N-{1-[2-(6-Methyl-2-pyridyl)ethyl]-4-piperidyl}-4-(N-methylamino)benzenesulfonamide). Yield: 69.8%. Reaction SMILES: C(O)(=O)C.[NH:5]1[CH2:10][CH2:9][CH:8]([NH:11][S:12]([C:15]2[CH:20]=[CH:19][C:18]([N:21]([C:23](=O)C)C)=[CH:17][CH:16]=2)(=[O:14])=[O:13])[CH2:7][CH2:6]1.[CH3:26][C:27]1[N:32]=[C:31]([CH:33]=[CH2:34])[CH:30]=[CH:29][CH:28]=1.C([O-])(=O)C.[Na+].[OH-].[Na+].Cl.C(=O)([O-])O.[Na+]>CO.O>[CH3:26][C:27]1[N:32]=[C:31]([CH2:33][CH2:34][N:5]2[CH2:6][CH2:7][CH:8]([NH:11][S:12]([C:15]3[CH:16]=[CH:17][C:18]([NH:21][CH3:23])=[CH:19][CH:20]=3)(=[O:13])=[O:14])[CH2:9][CH2:10]2)[CH:30]=[CH:29][CH:28]=1 |f:0.1,3.4,5.6,8.9|. Procedure details: The N-(4-piperidyl)-4-(N-acetyl-N-methylamino)benzenesulfonamide acetate (3.71 g, 10.0 mmol), 6-methyl-2-vinylpyridine (1.43 g, 12.0 mmol ) and sodium acetate (0.82 g) were dissolved in a mixture comprising methanol (20 ml) and water (20 ml). The obtained solution was heated under reflux for 5 hours, followed by the addition of sodium hydroxide (3.20 g). The obtained mixture was heated under reflux for additional three hours and acidified with 2N aqueous hydrochloric acid. The pH of the mixture ...